From a dataset of the Open Reaction Database (ORD), a public repository of structured organic reaction records. describe an organic reaction: reactants, conditions, products, and yield Reactants: FC1=CC=C(C=C1)NC(=O)C=1C=NC(=NC1)OCC(=O)O ([5-(4-fluorophenylcarbamoyl)pyrimidin-2-yloxy]acetic acid), C12(CC3CC(CC(C1)C3)C2)CCO (1-adamantaneethanol). Product: C12(CC3CC(CC(C1)C3)C2)CCOC(COC2=NC=C(C=N2)C(NC2=CC=C(C=C2)F)=O)=O ([5-(4-Fluorophenylcarbamoyl)pyrimidin-2-yloxy]acetic acid 2-adamantan-1-yl-ethyl ester). Isolated yield 75.0%. As a reaction SMILES: [F:1][C:2]1[CH:7]=[CH:6][C:5]([NH:8][C:9]([C:11]2[CH:12]=[N:13][C:14]([O:17][CH2:18][C:19]([OH:21])=[O:20])=[N:15][CH:16]=2)=[O:10])=[CH:4][CH:3]=1.[C:22]12([CH2:32][CH2:33]O)[CH2:31][CH:26]3[CH2:27][CH:28]([CH2:30][CH:24]([CH2:25]3)[CH2:23]1)[CH2:29]2>>[C:22]12([CH2:32][CH2:33][O:20][C:19](=[O:21])[CH2:18][O:17][C:14]3[N:13]=[CH:12][C:11]([C:9](=[O:10])[NH:8][C:5]4[CH:4]=[CH:3][C:2]([F:1])=[CH:7][CH:6]=4)=[CH:16][N:15]=3)[CH2:23][CH:24]3[CH2:30][CH:28]([CH2:27][CH:26]([CH2:25]3)[CH2:31]1)[CH2:29]2. Reported procedure: The titled compound was prepared from [5-(4-fluorophenylcarbamoyl)pyrimidin-2-yloxy]acetic acid using 1-adamantaneethanol (27 mg, 0.15 mmol) as the coupling partner. Concentration (no chromatography) yielded 58 mg (75%) of the titled compound. ESI-MS m/z 454 (MH+), 452 (M−H−). Starting materials: NCC1CN(Cc2ccc(Cl)c(Cl)c2)CCO1, N#Cc1ccc(N=C=O)cc1. Product: N#Cc1ccc(NC(=O)NCC2CN(Cc3ccc(Cl)c(Cl)c3)CCO2)cc1. As a reaction SMILES: [Cl:1][c:2]1[cH:3][c:4]([CH2:5][N:6]2[CH2:7][CH:8]([CH2:12][NH2:13])[O:9][CH2:10][CH2:11]2)[cH:14][cH:15][c:16]1[Cl:17].[N:18](=[C:19]=[O:20])[c:21]1[cH:22][cH:23][c:24]([C:25]#[N:26])[cH:27][cH:28]1>>[Cl:1][c:2]1[cH:3][c:4]([CH2:5][N:6]2[CH2:7][CH:8]([CH2:12][NH:13][C:19]([NH:18][c:21]3[cH:22][cH:23][c:24]([C:25]#[N:26])[cH:27][cH:28]3)=[O:20])[O:9][CH2:10][CH2:11]2)[cH:14][cH:15][c:16]1[Cl:17].